Task: describe an organic reaction: reactants, conditions, products, and yield. Dataset: the Open Reaction Database (ORD), a public repository of structured organic reaction records Starting materials: P12(=S)SP3(=S)SP(=S)(S1)SP(=S)(S2)S3 (Phosphorus pentasulphide), FC(C1=CC=CC=2C(NC3=C(SC21)C=CC(=C3)C(F)(F)F)=O)(F)F (4,8-Bis(trifluoromethyl)-10,11-dihydrodibenzo[b,f][1,4]thiazepin-11-one), O (water). Solvent: N1=CC=CC=C1 (pyridine). Run at time 8 hour. Product: FC(C1=CC=CC=2C(NC3=C(SC21)C=CC(=C3)C(F)(F)F)=S)(F)F (4,8-Bis(trifluoromethyl)-10,11-dihydrodibenzo[b,f][1,4]thiazepin-11-thione). The yield is 50.8%. RXN SMILES: [F:1][C:2]([F:24])([F:23])[C:3]1[C:13]2[S:12][C:11]3[CH:14]=[CH:15][C:16]([C:18]([F:21])([F:20])[F:19])=[CH:17][C:10]=3[NH:9][C:8](=O)[C:7]=2[CH:6]=[CH:5][CH:4]=1.P12(SP3(SP(SP(S3)(S1)=S)(=S)S2)=S)=[S:26].O>N1C=CC=CC=1>[F:1][C:2]([F:24])([F:23])[C:3]1[C:13]2[S:12][C:11]3[CH:14]=[CH:15][C:16]([C:18]([F:21])([F:20])[F:19])=[CH:17][C:10]=3[NH:9][C:8](=[S:26])[C:7]=2[CH:6]=[CH:5][CH:4]=1. Reported procedure: 4,8-Bis(trifluoromethyl)-10,11-dihydrodibenzo[b,f][1,4]thiazepin-11-one (0.54 g) was dissolved in pyridine (15 ml). Phosphorus pentasulphide (0.60 g) was added to the solution and the whole was stirred under reflux for 6 hours, then cooled and left overnight. Addition of water (40 ml) and cooling gave a yellow solid which was filtered off, washed with water and recrystallised from ethanol to give the product as yellow needles (0.26 g, m/s. M- =379). The reactants are O1C=C(C=C1)C=1C=C(N)C=CC1 (3-(furan-3-yl)aniline), ClC1=CC(=C(C=C1)NC(CSCC(=O)O)=O)C(=O)OC ([(2-([4-chloro-2-(methoxycarbonyl)phenyl]amino)-2-oxoethyl)sulfanyl]acetic acid). Yields the product ClC=1C=CC(=C(C(=O)O)C1)NC(CSCC(=O)NC1=CC(=CC=C1)C1=COC=C1)=O (5-chloro-2-(([(2-([3-(furan-3-yl)phenyl]amino)-2-oxoethyl)sulfanyl]acetyl)amino)benzoic acid). As a reaction SMILES: [O:1]1[CH:5]=[CH:4][C:3]([C:6]2[CH:7]=[C:8]([CH:10]=[CH:11][CH:12]=2)[NH2:9])=[CH:2]1.[Cl:13][C:14]1[CH:19]=[CH:18][C:17]([NH:20][C:21](=[O:28])[CH2:22][S:23][CH2:24][C:25](O)=[O:26])=[C:16]([C:29]([O:31]C)=[O:30])[CH:15]=1>>[Cl:13][C:14]1[CH:19]=[CH:18][C:17]([NH:20][C:21](=[O:28])[CH2:22][S:23][CH2:24][C:25]([NH:9][C:8]2[CH:10]=[CH:11][CH:12]=[C:6]([C:3]3[CH:4]=[CH:5][O:1][CH:2]=3)[CH:7]=2)=[O:26])=[C:16]([CH:15]=1)[C:29]([OH:31])=[O:30]. Procedure details: Using the same method as in Example 15-(ii), 3-(furan-3-yl)aniline was reacted with the [(2-([4-chloro-2-(methoxycarbonyl)phenyl]amino)-2-oxoethyl)sulfanyl]acetic acid obtained in Example 12-(i) to give 5-chloro-2-(([(2-([3-(furan-3-yl)phenyl]amino)-2-oxoethyl)sulfanyl]acetyl)amino)benzoic acid.methyl ester (yield: 65%).